This data is from the Open Reaction Database (ORD), a public repository of structured organic reaction records. The task is: describe an organic reaction: reactants, conditions, products, and yield Starting materials: NC1[C@@H]2N(C(=C(CS2)C(CCC(N)=O)SC2=NN=NN2)C(=O)O)C1=O (7-amino-3-[1-(2-carbamoylethyl)tetrazol-5-ylthiomethyl]-3-cephem-4-carboxylic acid), C(C)(C)(C)OC(N(C(C)C)C(C)C)=N (O-t-butyldiisopropylpseudourea). Run in C(Cl)Cl (methylene chloride), C(Cl)Cl (methylene chloride). The product is C(C)(C)(C)OC(=O)C1=C(CS[C@H]2N1C(C2N)=O)C(CCC(N)=O)SC2=NN=NN2 (7-amino-3-[1-(2-carbamoylethyl)tetrazol-5-ylthiomethyl]-3-cephem-4-carboxylic acid t-butyl ester). Reaction SMILES: [NH2:1][CH:2]1[C:24](=[O:25])[N:4]2[C:5]([C:21]([OH:23])=[O:22])=[C:6]([CH:9]([S:15][C:16]3[NH:20][N:19]=[N:18][N:17]=3)[CH2:10][CH2:11][C:12](=[O:14])[NH2:13])[CH2:7][S:8][C@H:3]12.[C:26](OC(=N)N(C(C)C)C(C)C)([CH3:29])([CH3:28])[CH3:27]>C(Cl)Cl>[C:26]([O:22][C:21]([C:5]1[N:4]2[C:24](=[O:25])[CH:2]([NH2:1])[C@H:3]2[S:8][CH2:7][C:6]=1[CH:9]([S:15][C:16]1[NH:17][N:18]=[N:19][N:20]=1)[CH2:10][CH2:11][C:12](=[O:14])[NH2:13])=[O:23])([CH3:29])([CH3:28])[CH3:27]. Procedure: To a suspension of 19.3 g. (0.05 mol.) of 7-amino-3-[1-(2-carbamoylethyl)tetrazol-5-ylthiomethyl]-3-cephem-4-carboxylic acid in 500 ml. of dry methylene chloride is added in one portion 30.0 g. (0.15 mol.) of O-t-butyldiisopropylpseudourea in 50 ml. of methylene chloride and the mixture is stirred at ambient temperature for 24 hours. The precipitate is removed by filtration and the filtrate is evaporated to give a residue which is taken up in 200 ml. of benzene and filtered again. The filtrate i... The reactants are C(C1=CC=CC=C1)(=O)SC(C(=O)N1[C@H](C(=O)O)CCC1)CSC (1-[2-benzoylthio-3-(methylthio)propanoyl]-L-proline), C(C)(=O)SCC(C(=O)N1[C@H](C(=O)O)CCC1)CSC (1-[3-acetylthio-2-(methylthiomethyl)propanoyl]-L-proline). Yields the product SC(C(=O)N1[C@H](C(=O)O)CCC1)CSC (1-[2-mercapto-3-(methylthio)propanoyl]-L-proline). RXN SMILES: C([S:9][CH:10]([CH2:21][S:22][CH3:23])[C:11]([N:13]1[CH2:20][CH2:19][CH2:18][C@H:14]1[C:15]([OH:17])=[O:16])=[O:12])(=O)C1C=CC=CC=1.C(SCC(CSC)C(N1CCC[C@H]1C(O)=O)=O)(=O)C>>[SH:9][CH:10]([CH2:21][S:22][CH3:23])[C:11]([N:13]1[CH2:20][CH2:19][CH2:18][C@H:14]1[C:15]([OH:17])=[O:16])=[O:12]. Procedure details: By substituting 1-[2-benzoylthio-3-(methylthio)propanoyl]-L-proline for the 1-[3-acetylthio-2-(methylthiomethyl)propanoyl]-L-proline in the procedure of Example 17, 1-[2-mercapto-3-(methylthio)propanoyl]-L-proline is obtained. Yields the product O=C(C=1SC(=CC1)B2OC(C)(C)C(O2)(C)C)N(CCCCCC)CCCCCC. Run at temperature 25 celsius, time 16 hour. Reactants: O=C(C=1SC=CC1)N(CCCCCC)CCCCCC. The reagents and catalysts are O1B(OC(C)(C)C1(C)C)B2OC(C)(C)C(O2)(C)C, O=C(NC=1C=CC=CC1C=2C=NC(=CC2)C3=NC=CC=C3)NC4CCCCC4, C[OH2+].C[OH2+].C1CC=CCCC=C1.C1CC=CCCC=C1.[Ir].[Ir]. Isolated yield 86.0%. Run in C=1C=C(C=CC1C)C. Starting materials: COC(=O)C(CCSC)NC(=O)c1ccc([N+](=O)[O-])cc1-c1cc(C)cc(C)c1, COC(=O)C(CCSC)NC(=O)c1ccc(N)cc1-c1ccccc1, CCOC(C)=O. Yields the product COC(=O)C(CCSC)NC(=O)c1ccc(N)cc1-c1cc(C)cc(C)c1. Reaction SMILES: [CH3:1][O:2][C:3]([CH:4]([NH:5][C:6]([c:7]1[c:8](-[c:16]2[cH:17][c:18]([CH3:23])[cH:19][c:20]([CH3:22])[cH:21]2)[cH:9][c:10]([N+:13]([O-:14])=[O:15])[cH:11][cH:12]1)=[O:24])[CH2:25][CH2:26][S:27][CH3:28])=[O:29].[CH3:30][O:31][C:32](=[O:33])[CH:34]([CH2:35][CH2:36][S:37][CH3:38])[NH:39][C:40](=[O:41])[c:42]1[cH:43][cH:44][c:45]([NH2:46])[cH:47][c:48]1-[c:49]1[cH:50][cH:51][cH:52][cH:53][cH:54]1.[CH3:55][CH2:56][O:57][C:58](=[O:59])[CH3:60]>>[CH3:1][O:2][C:3]([CH:4]([NH:5][C:6]([c:7]1[c:8](-[c:16]2[cH:17][c:18]([CH3:23])[cH:19][c:20]([CH3:22])[cH:21]2)[cH:9][c:10]([NH2:13])[cH:11][cH:12]1)=[O:24])[CH2:25][CH2:26][S:27][CH3:28])=[O:29].